This data is from the Open Reaction Database (ORD), a public repository of structured organic reaction records. The task is: describe an organic reaction: reactants, conditions, products, and yield Reactants: BrC1=C(N)C=CC(=C1)CSC (2-bromo-4-(methylthiomethyl)aniline), OCC(O)CO (glycerol). The product is CSCC=1C=C2C=CC=NC2=C(C1)Br (6-(methylthiomethyl)-8-bromoquinoline). RXN SMILES: [Br:1][C:2]1[CH:8]=[C:7]([CH2:9][S:10][CH3:11])[CH:6]=[CH:5][C:3]=1[NH2:4].O[CH2:13][CH:14]([CH2:16]O)O>>[CH3:11][S:10][CH2:9][C:7]1[CH:6]=[C:5]2[C:3](=[C:2]([Br:1])[CH:8]=1)[N:4]=[CH:16][CH:14]=[CH:13]2. Reported procedure: 2-bromo-4-(methylthiomethyl)aniline and glycerol can be combined to form 6-(methylthiomethyl)-8-bromoquinoline, and Starting materials: [BH4-], CO, Cl, [Na+], C1CCOC1, O, CCOC(=O)c1nc(-c2cccs2)cs1. The product is OCc1nc(-c2cccs2)cs1. RXN SMILES: [BH4-:18].[CH3:1][OH:2].[ClH:20].[Na+:19].[O:21]1[CH2:22][CH2:23][CH2:24][CH2:25]1.[OH2:26].[s:3]1[c:4](-[c:8]2[n:9][c:10]([C:13](=[O:14])[O:15][CH2:16][CH3:17])[s:11][cH:12]2)[cH:5][cH:6][cH:7]1>>[s:3]1[c:4](-[c:8]2[n:9][c:10]([CH2:13][OH:14])[s:11][cH:12]2)[cH:5][cH:6][cH:7]1.